Dataset: the Open Reaction Database (ORD), a public repository of structured organic reaction records. Task: describe an organic reaction: reactants, conditions, products, and yield Starting materials: ClC=1C=CC=2N(C1)C=C(N2)CCl (6-chloro-2-(chloromethyl)imidazo[1,2-a]pyridine), Cl.C1(=CC=CC=C1)N1CCNCC1 (1-phenylpiperazine hydrochloride). The product is ClC=1C=CC=2N(C1)C=C(N2)CN2CCN(CC2)C2=CC=CC=C2 (6-Chloro-2-[(4-phenyl-1-piperazinyl)methyl]imidazo[1,2-a]pyridine). Yield: 58.0%. RXN SMILES: [Cl:1][C:2]1[CH:3]=[CH:4][C:5]2[N:6]([CH:8]=[C:9]([CH2:11]Cl)[N:10]=2)[CH:7]=1.Cl.[C:14]1([N:20]2[CH2:25][CH2:24][NH:23][CH2:22][CH2:21]2)[CH:19]=[CH:18][CH:17]=[CH:16][CH:15]=1>>[Cl:1][C:2]1[CH:3]=[CH:4][C:5]2[N:6]([CH:8]=[C:9]([CH2:11][N:23]3[CH2:24][CH2:25][N:20]([C:14]4[CH:19]=[CH:18][CH:17]=[CH:16][CH:15]=4)[CH2:21][CH2:22]3)[N:10]=2)[CH:7]=1 |f:1.2|. Procedure: Following the general procedure of Example 11 and making non-critical variations, 6-chloro-2-(chloromethyl)imidazo[1,2-α]pyridine (Example 4, Step 1; 0.296 g) and 1-phenylpiperazine hydrochloride (Aldrich; 0.333 g) are converted to 0.279 g of the title compound after chromatography on silica gel and crystallization from dichloromethane/ethyl ether/hexane; mp 128.5-130.5° C.; MS m/z 326, 328; IR (mineral oil) 1217, 1073, 1501, 921, 1600 cm-1 ; 1H NMR (CDCl3) δ2.74, 3.24, 3.77, 6.85, 6.92, 7.12, 7... Reactants: [H-].[Na+] (Sodium hydride), COC1=C(C=CC=C1)NC(=O)[C@@H]1CC2=C(CN1)N=CN2 ((S)-6-(2-methoxyphenyl)aminocarbonyl-4,5,6,7-tetrahydroimidazo[4,5-c]pyridine), C(C)(=O)Cl (Acetyl chloride). Solvent: CN(C=O)C (N,N-dimethylformamide). Reaction conditions: temperature 80 celsius, time 8 hour. Product: C(C)(=O)N1CC2=C(C[C@H]1C(=O)NC1=C(C=CC=C1)OC)NC=N2 ((S)-5-acetyl-6-(2-methoxyphenylaminocarbonyl)-4,5,6,7-tetrahydroimidazo[4,5-c]pyridine). Yield: 51.4%. As a reaction SMILES: [H-].[Na+].[CH3:3][O:4][C:5]1[CH:10]=[CH:9][CH:8]=[CH:7][C:6]=1[NH:11][C:12]([C@H:14]1[NH:19][CH2:18][C:17]2[N:20]=[CH:21][NH:22][C:16]=2[CH2:15]1)=[O:13].[C:23](Cl)(=[O:25])[CH3:24]>CN(C)C=O>[C:23]([N:19]1[C@H:14]([C:12]([NH:11][C:6]2[CH:7]=[CH:8][CH:9]=[CH:10][C:5]=2[O:4][CH3:3])=[O:13])[CH2:15][C:16]2[NH:22][CH:21]=[N:20][C:17]=2[CH2:18]1)(=[O:25])[CH3:24] |f:0.1|. Reported procedure: Sodium hydride (80% dispersion in mineral oil, 0.55 g, 18 mmol) was added to a solution of (S)-6-(2-methoxyphenyl)aminocarbonyl-4,5,6,7-tetrahydroimidazo[4,5-c]pyridine (2.00 g, 7 mmol) in anhydrous N,N-dimethylformamide (70 ml). The reaction mixture was heated to 80° C. for 30 minutes, then allowed to cool to room temperature. Acetyl chloride (1.46 g, 18 mmol) was added to the reaction mixture at 0° C. The reaction mixture was allowed to warm to room temperature, stirred overnight, and brought ... Starting materials: C(C)(C)(C)OC(N[C@@H]1C(N(CC1)C1=CC=C(C=C1)O)=O)=O ((S)-[1-(4-hydroxy-phenyl)-2-oxo-pyrrolidin-3-yl]-carbamic acid tert-butyl ester), FC1=CC=C(CBr)C=C1 (4-fluorobenzylbromide), C([O-])([O-])=O.[K+].[K+] (potassium carbonate). The product is C(C)(C)(C)OC(N[C@@H]1C(N(CC1)C1=CC=C(C=C1)OCC1=CC=C(C=C1)F)=O)=O ((S)-{1-[4-(4-Fluoro-benzyloxy)-phenyl]-2-oxo-pyrrolidin-3-yl}-carbamic Acid Tert-Butyl Ester). RXN SMILES: [C:1]([O:5][C:6](=[O:21])[NH:7][C@H:8]1[CH2:12][CH2:11][N:10]([C:13]2[CH:18]=[CH:17][C:16]([OH:19])=[CH:15][CH:14]=2)[C:9]1=[O:20])([CH3:4])([CH3:3])[CH3:2].[F:22][C:23]1[CH:30]=[CH:29][C:26]([CH2:27]Br)=[CH:25][CH:24]=1.C(=O)([O-])[O-].[K+].[K+]>>[C:1]([O:5][C:6](=[O:21])[NH:7][C@H:8]1[CH2:12][CH2:11][N:10]([C:13]2[CH:14]=[CH:15][C:16]([O:19][CH2:27][C:26]3[CH:29]=[CH:30][C:23]([F:22])=[CH:24][CH:25]=3)=[CH:17][CH:18]=2)[C:9]1=[O:20])([CH3:4])([CH3:2])[CH3:3] |f:2.3.4|. Procedure: In an analogous manner to that described in Example 2c), the alkylation of the (S)-[1-(4-hydroxy-phenyl)-2-oxo-pyrrolidin-3-yl]-carbamic acid tert-butyl ester with 4-fluorobenzylbromide in presence of potassium carbonate yields the title compound as a white solid; MS: m/e=401 (M+H)+. Reactants: N1C(CCC1)=O (2-pyrrolidone), [H-].[Na+] (sodium hydride), CC1(C2C(C3=C(O1)C=CC(=C3)C=O)O2)C (3,4-dihydro-2,2-dimethyl-3,4-epoxy-6-formyl-2H-benzo[b]pyran), O (water). Solvent: CS(=O)C (dimethyl sulphoxide). Run at time 4 hour. The product is CC1([C@H]([C@@H](C2=C(O1)C=CC(=C2)C=O)N2C(CCC2)=O)O)C (3,4-Dihydro-2,2-dimethyl-6-formyl-trans-4-(2-oxo-1-pyrroli-dinyl)-2H-benzo[b]pyran-3-ol). RXN SMILES: [CH3:1][C:2]1([CH3:15])[O:7][C:6]2[CH:8]=[CH:9][C:10]([CH:12]=[O:13])=[CH:11][C:5]=2[CH:4]2[O:14][CH:3]12.[NH:16]1[CH2:20][CH2:19][CH2:18][C:17]1=[O:21].[H-].[Na+].O>CS(C)=O>[CH3:1][C:2]1([CH3:15])[O:7][C:6]2[CH:8]=[CH:9][C:10]([CH:12]=[O:13])=[CH:11][C:5]=2[C@@H:4]([N:16]2[CH2:20][CH2:19][CH2:18][C:17]2=[O:21])[C@@H:3]1[OH:14] |f:2.3|. Reported procedure: To a solution of 3,4-dihydro-2,2-dimethyl-3,4-epoxy-6-formyl-2H-benzo[b]pyran (0.48 g, prepared using the method described in U.K. Pat. No. 1.511.187) and 2-pyrrolidone (0.20 g) in dry dimethyl sulphoxide (30 ml) was added sodium hydride (0.07 g, 80% dispersion in oil). After stirring at room temperature for 4 hours, water was added and the aqueous phase immediately extracted with ethyl acetate. The organic layer was washed with water and brine and dried over magnesium sulphate. Filtration, evap... Starting materials: NC1=CC=C(C=C1)C=1OC2=C(C1)C=CC=C2C(=O)OC (methyl 2-(4-aminophenyl)benzofuran-7-carboxylate), CI (methyl iodide), C([O-])([O-])=O.[K+].[K+] (potassium carbonate), CN(C=O)C (dimethylformamide), CI (methyl iodide). The solvent is O (water). Conditions: time 1 hour. Yields the product CN(C1=CC=C(C=C1)C=1OC2=C(C1)C=CC=C2C(=O)OC)C (methyl 2-(4-dimethylaminophenyl)benzofuran-7-carboxylate). RXN SMILES: NC1[CH:7]=[CH:6][C:5]([C:8]2[O:9][C:10]3[C:16]([C:17]([O:19][CH3:20])=[O:18])=[CH:15][CH:14]=[CH:13][C:11]=3[CH:12]=2)=[CH:4][CH:3]=1.CI.C(=O)([O-])[O-].[K+].[K+].[CH3:29][N:30]([CH3:33])[CH:31]=O>O>[CH3:29][N:30]([CH3:33])[C:31]1[CH:7]=[CH:6][C:5]([C:8]2[O:9][C:10]3[C:16]([C:17]([O:19][CH3:20])=[O:18])=[CH:15][CH:14]=[CH:13][C:11]=3[CH:12]=2)=[CH:4][CH:3]=1 |f:2.3.4|. Procedure details: A mixture of 2.6 g of methyl 2-(4-aminophenyl)benzofuran-7-carboxylate, 1.52 ml of methyl iodide, 6.72 g of potassium carbonate and 25 ml of dimethylformamide is stirred at room temperature for 1 hour. 2.2 ml of methyl iodide are added to the mixture and the mixture is stirred for 2 hours. The reaction mixture is poured into water and the aqueous mixture is extracted with ethyl acetate. The extract is washed with water, dried and evaporated to remove solvent. The residue is purified by silica ge... The reactants are FC1=CC=C(C=O)C=C1 (p-fluorobenzaldehyde), C1(=CC=CC=C1)O (phenol), C([O-])([O-])=O.[Cs+].[Cs+] (cesium carbonate). Solvent: CN(C=O)C (dimethylformamide). Conditions: time 3 hour. Yields the product O(C1=CC=CC=C1)C1=CC=C(C=O)C=C1 (4-phenoxybenzaldehyde). RXN SMILES: F[C:2]1[CH:9]=[CH:8][C:5]([CH:6]=[O:7])=[CH:4][CH:3]=1.[C:10]1([OH:16])[CH:15]=[CH:14][CH:13]=[CH:12][CH:11]=1.C(=O)([O-])[O-].[Cs+].[Cs+]>CN(C)C=O>[O:16]([C:2]1[CH:9]=[CH:8][C:5]([CH:6]=[O:7])=[CH:4][CH:3]=1)[C:10]1[CH:15]=[CH:14][CH:13]=[CH:12][CH:11]=1 |f:2.3.4|. Procedure: To a stirring solution of p-fluorobenzaldehyde (1.6 mmol, 0.2 g) in dimethylformamide (8 mL) was added phenol (3.52 mmol, 0.33 g) and cesium carbonate (3.52 mmol, 1.15 g). The reaction mixture was headed to 90° C. for 3 hours at which time the reaction mixture was cooled to room temperature and filtered through a medium fritted funnel. The reaction mixture was then diluted with 125 mL of ethyl acetate and extracted with eight 15 mL portions of water followed by one 10 mL portion of brine. The or... RXN SMILES: C(OC([NH:8][CH:9]1[CH2:14][CH2:13][CH2:12][N:11]([C:15]([O:17][CH2:18][C:19]2[CH:24]=[CH:23][CH:22]=[CH:21][CH:20]=2)=[O:16])[CH2:10]1)=O)(C)(C)C.Cl>O1CCOCC1>[NH2:8][CH:9]1[CH2:14][CH2:13][CH2:12][N:11]([C:15]([O:17][CH2:18][C:19]2[CH:24]=[CH:23][CH:22]=[CH:21][CH:20]=2)=[O:16])[CH2:10]1. The yield is 99.9%. Reactants: C(C)(C)(C)OC(=O)NC1CN(CCC1)C(=O)OCC1=CC=CC=C1 (Benzyl 3-(tert-butoxycarbonylamino)piperidine-1-carboxylate), Cl (HCl). Yields the product NC1CN(CCC1)C(=O)OCC1=CC=CC=C1 (benzyl 3-aminopiperidine-1-carboxylate). Procedure: Benzyl 3-(tert-butoxycarbonylamino)piperidine-1-carboxylate (1 g, 2.99 mmol) was treated with Dioxane.HCl (30 mL) at 0° C. The reaction mixture was stirred at rt for 1 h. After completion of the reaction mixture, the solvent was removed under vacuo and the residue was dissolved in H2O (10 mL). The aqueous layer was treated with solid Na2CO3 until effervescence ceases and the solution was extracted with EtOAc (3×25 mL). The combined organic layer was dried over Na2SO4, concentrated to yield title... Run in O1CCOCC1 (Dioxane). Run at time 1 hour. The reactants are CNS(=O)(=O)c1cccc(Br)c1, [Cu]I, [K+], [K+], O=C([O-])[O-], CN(C)C=O, Oc1ccccc1. Yields the product CNS(=O)(=O)c1cccc(Oc2ccccc2)c1. RXN SMILES: [CH3:14][NH:15][S:16](=[O:17])(=[O:18])[c:19]1[cH:20][c:21]([Br:25])[cH:22][cH:23][cH:24]1.[Cu:31][I:32].[K+:8].[K+:9].[O-:10][C:11]([O-:12])=[O:13].[O:26]=[CH:27][N:28]([CH3:29])[CH3:30].[OH:1][c:2]1[cH:3][cH:4][cH:5][cH:6][cH:7]1>>[O:1]([c:2]1[cH:3][cH:4][cH:5][cH:6][cH:7]1)[c:21]1[cH:20][c:19]([S:16]([NH:15][CH3:14])(=[O:17])=[O:18])[cH:24][cH:23][cH:22]1. Reactants: [Br-].C(C=C)[N+]1(CCCCCC1)CC=C (N,N-diallylhomopiperidinium bromide), [Cl-].C(C=C)[NH2+]CC=C (diallylammonium chloride), O (water). Reagents/catalysts: Cl.Cl.N(=NC(C)(C)C(N)=N)C(C)(C)C(N)=N (2,2′-azobis(2-amidinopropane) dihydrochloride). Reaction conditions: temperature 70 celsius. Product: [Br-].C(C=C)[N+]1(CCC(CC1)O)CC=C.[Cl-].C(C=C)[NH2+]CC=C (N,N-diallyl(4-hydroxy)piperidinium Bromide Diallylammonium Chloride). Reaction SMILES: [Br-:1].[CH2:2]([N+:5]1([CH2:12][CH:13]=[CH2:14])[CH2:11][CH2:10][CH2:9][CH2:8]C[CH2:6]1)[CH:3]=[CH2:4].[Cl-:15].[CH2:16]([NH2+:19][CH2:20][CH:21]=[CH2:22])[CH:17]=[CH2:18].[OH2:23]>Cl.Cl.N(C(C(=N)N)(C)C)=NC(C(=N)N)(C)C>[Br-:1].[CH2:12]([N+:5]1([CH2:2][CH:3]=[CH2:4])[CH2:6][CH2:8][CH:9]([OH:23])[CH2:10][CH2:11]1)[CH:13]=[CH2:14].[Cl-:15].[CH2:16]([NH2+:19][CH2:20][CH:21]=[CH2:22])[CH:17]=[CH2:18] |f:0.1,2.3,5.6.7,8.9.10.11|. Procedure details: N,N-diallylhomopiperidinium bromide (13.0 g, EXAMPLE 4) and diallylammonium chloride (2.7 g, EXAMPLE 7) were dissolved in 15.0 g deionized water. To this aqueous solution was added 0.5 g of 2,2′-azobis(2-amidinopropane) dihydrochloride, the reaction mixture was bubbled with a slow stream of nitrogen gas for 45 minutes. While stirring, the temperature was raised to 70° C. The reaction mixture was stirred at 70° C. for 48 hours. After cooling to room temperature, 30.0 g of viscous polymer solution...